From a dataset of the Open Reaction Database (ORD), a public repository of structured organic reaction records. describe an organic reaction: reactants, conditions, products, and yield The reactants are C=CC=C (butadiene), lithium n-butyl, O1CCCC1 (tetrahydrofuran). Run in C1CCCCC1 (cyclohexane). Product: C=CC=C (Butadiene), C=CC=C.C(=C)C=CC=C (butadiene vinyl butadiene). As a reaction SMILES: O1[CH2:5][CH2:4][CH2:3][CH2:2]1.[CH2:6]=[CH:7][CH:8]=[CH2:9]>C1CCCCC1>[CH2:2]=[CH:3][CH:4]=[CH2:5].[CH2:6]=[CH:7][CH:8]=[CH2:9].[CH:3]([CH:4]=[CH:5][CH:6]=[CH2:7])=[CH2:2] |f:4.5|. Procedure details: Butadiene was polymerized in a cyclohexane solvent with a polymerization catalyst of lithium n-butyl. Then, tetrahydrofuran was added as a vinylization agent, to polymerize butadiene, to obtain a butadiene-vinyl butadiene copolymer. The copolymer had a degree of vinylization of vinyl butadiene part of 60%. The polymer was hydrogenated to give a hydrogenatedblock copolymer having a hydrogenation ratio of 98%. This polymer was namedR-5. Starting materials: FCCBr, CCOC1Cc2ccccc2C1Nc1nc(CC)c(-c2ccc(Cl)cc2Cl)nc1CC, CCc1nc(-c2ccc(OC)cc2Cl)c(CC)nc1NC1CN(C(=O)OCc2ccccc2)CC1O. Product: CCc1nc(-c2ccc(OC)cc2Cl)c(CC)nc1NC1CN(C(=O)OCc2ccccc2)CC1OCCF. As a reaction SMILES: [Br:68][CH2:69][CH2:70][F:71].[Cl:1][c:2]1[cH:3][c:4]([Cl:5])[cH:6][cH:7][c:8]1-[c:9]1[n:10][c:11]([CH2:12][CH3:13])[c:14]([NH:15][CH:16]2[c:17]3[c:18]([cH:19][cH:20][cH:21][cH:22]3)[CH2:23][CH:24]2[O:25][CH2:26][CH3:27])[n:28][c:29]1[CH2:30][CH3:31].[Cl:32][c:33]1[c:34](-[c:41]2[n:42][c:43]([CH2:66][CH3:67])[c:44]([NH:49][CH:50]3[CH2:51][N:52]([C:56](=[O:57])[O:58][CH2:59][c:60]4[cH:61][cH:62][cH:63][cH:64][cH:65]4)[CH2:53][CH:54]3[OH:55])[n:45][c:46]2[CH2:47][CH3:48])[cH:35][cH:36][c:37]([O:39][CH3:40])[cH:38]1>>[Cl:32][c:33]1[c:34](-[c:41]2[n:42][c:43]([CH2:66][CH3:67])[c:44]([NH:49][CH:50]3[CH2:51][N:52]([C:56](=[O:57])[O:58][CH2:59][c:60]4[cH:61][cH:62][cH:63][cH:64][cH:65]4)[CH2:53][CH:54]3[O:55][CH2:69][CH2:70][F:71])[n:45][c:46]2[CH2:47][CH3:48])[cH:35][cH:36][c:37]([O:39][CH3:40])[cH:38]1.